Dataset: the Open Reaction Database (ORD), a public repository of structured organic reaction records. Task: describe an organic reaction: reactants, conditions, products, and yield Reactants: O=C(c1ccc(OC(F)(F)F)cc1)C1CCN(Cc2ccccc2)CC1, ClCCl, O=C(Cl)OCCCl. The product is O=C(c1ccc(OC(F)(F)F)cc1)C1CCNCC1. Reaction SMILES: [CH2:1]([c:2]1[cH:3][cH:4][cH:5][cH:6][cH:7]1)[N:8]1[CH2:9][CH2:10][CH:11]([C:14]([c:15]2[cH:16][cH:17][c:18]([O:21][C:22]([F:23])([F:24])[F:25])[cH:19][cH:20]2)=[O:26])[CH2:12][CH2:13]1.[CH2:34]([Cl:35])[Cl:36].[Cl:27][C:28]([O:29][CH2:30][CH2:31][Cl:32])=[O:33]>>[NH:8]1[CH2:9][CH2:10][CH:11]([C:14]([c:15]2[cH:16][cH:17][c:18]([O:21][C:22]([F:23])([F:24])[F:25])[cH:19][cH:20]2)=[O:26])[CH2:12][CH2:13]1. Reactants: BrC=1C=NC=C(C1)[C@H]1N(CCC1)[C@H](C)C1=CC=C(C=C1)OC (3-bromo-5-{(S)-1-[(R)-1-(4-methoxy-phenyl)-ethyl]-pyrrolidin-2-yl}-pyridine), C(C)OC(=O)C=1C=2C=CNC2C=CC1 (1H-indole-4-carboxylic acid ethyl ester), C(=O)([O-])[O-].[K+].[K+] (K2CO3). The reagents and catalysts are [Cu](I)I (copper iodide). Solvent: CN1CCCC1=O (NMP). Reaction conditions: temperature 190 celsius. Yields the product C(C)OC(=O)C=1C=2C=CN(C2C=CC1)C=1C=NC=C(C1)[C@H]1N(CCC1)[C@H](C)C1=CC=C(C=C1)OC (1-(5-{(S)-1-[(R)-1-(4-Methoxy-phenyl)-ethyl]-pyrrolidin-2-yl}-pyridin-3-yl)-1H-indole-4-carboxylic acid ethyl ester). Yield: 42.6%. As a reaction SMILES: Br[C:2]1[CH:3]=[N:4][CH:5]=[C:6]([C@@H:8]2[CH2:12][CH2:11][CH2:10][N:9]2[C@@H:13]([C:15]2[CH:20]=[CH:19][C:18]([O:21][CH3:22])=[CH:17][CH:16]=2)[CH3:14])[CH:7]=1.[CH2:23]([O:25][C:26]([C:28]1[C:29]2[CH:30]=[CH:31][NH:32][C:33]=2[CH:34]=[CH:35][CH:36]=1)=[O:27])[CH3:24].C([O-])([O-])=O.[K+].[K+]>CN1C(=O)CCC1.[Cu](I)I>[CH2:23]([O:25][C:26]([C:28]1[C:29]2[CH:30]=[CH:31][N:32]([C:2]3[CH:3]=[N:4][CH:5]=[C:6]([C@@H:8]4[CH2:12][CH2:11][CH2:10][N:9]4[C@@H:13]([C:15]4[CH:20]=[CH:19][C:18]([O:21][CH3:22])=[CH:17][CH:16]=4)[CH3:14])[CH:7]=3)[C:33]=2[CH:34]=[CH:35][CH:36]=1)=[O:27])[CH3:24] |f:2.3.4|. Procedure details: A mixture of 3-bromo-5-{(S)-1-[(R)-1-(4-methoxy-phenyl)-ethyl]-pyrrolidin-2-yl}-pyridine (4.0 g, 11 mmol), 1H-indole-4-carboxylic acid ethyl ester (6.3 g, 33 mmol), K2CO3 (2.3 g, 16.6 mmol), copper iodide (0.42 g, 2.2 mmol) in NMP (22 mL) was heated in a microwave tube at 190° C. for 30 minutes. The resulting mixture was cooled to room temperature filtered through celite and concentrated under reduced pressure to give an oil. This oil was purified by silica gel column chromatography (30% ethyl a...